describe an organic reaction: reactants, conditions, products, and yield From a dataset of the Open Reaction Database (ORD), a public repository of structured organic reaction records. The reactants are CO, ClCCl, ClCCl, Cl, Cc1cc2c(cc1F)oc(=O)n2C1CCN(C(=O)OC(C)(C)C)CC1. The product is Cc1cc2c(cc1F)oc(=O)n2C1CCNCC1. RXN SMILES: [CH3:33][OH:34].[Cl:27][CH2:28][Cl:29].[Cl:30][CH2:31][Cl:32].[ClH:26].[F:1][c:2]1[cH:3][c:4]2[c:5]([n:6]([CH:10]3[CH2:11][CH2:12][N:13]([C:16]([O:17][C:18]([CH3:19])([CH3:20])[CH3:21])=[O:22])[CH2:14][CH2:15]3)[c:7](=[O:9])[o:8]2)[cH:23][c:24]1[CH3:25]>>[F:1][c:2]1[cH:3][c:4]2[c:5]([n:6]([CH:10]3[CH2:11][CH2:12][NH:13][CH2:14][CH2:15]3)[c:7](=[O:9])[o:8]2)[cH:23][c:24]1[CH3:25]. Procedure: The title compound was prepared by essentially following the same procedures described for Intermediate I, using (4-fluoro-3-(trifluoromethoxy)phenyl)methanamine and ethyl 6-bromoimidazo[1,2-a]pyridine-2-carboxylate as starting materials. RXN SMILES: [F:1][C:2]1[CH:7]=[CH:6][C:5]([CH2:8][NH2:9])=[CH:4][C:3]=1[O:10][C:11]([F:14])([F:13])[F:12].[Br:15][C:16]1[CH:17]=[CH:18][C:19]2[N:20]([CH:22]=[C:23]([C:25](OCC)=[O:26])[N:24]=2)[CH:21]=1>>[Br:15][C:16]1[CH:17]=[CH:18][C:19]2[N:20]([CH:22]=[C:23]([C:25]([NH:9][CH2:8][C:5]3[CH:6]=[CH:7][C:2]([F:1])=[C:3]([O:10][C:11]([F:13])([F:12])[F:14])[CH:4]=3)=[O:26])[N:24]=2)[CH:21]=1. Reactants: Intermediate I, FC1=C(C=C(C=C1)CN)OC(F)(F)F ((4-fluoro-3-(trifluoromethoxy)phenyl)methanamine), BrC=1C=CC=2N(C1)C=C(N2)C(=O)OCC (ethyl 6-bromoimidazo[1,2-a]pyridine-2-carboxylate). Product: BrC=1C=CC=2N(C1)C=C(N2)C(=O)NCC2=CC(=C(C=C2)F)OC(F)(F)F (6-Bromo-N-(4-fluoro-3-(trifluoromethoxy)benzyl)imidazo[1,2-a]pyridine-2-carboxamide). The reactants are O=C(CCl)CCl, Cl, Cl, Cl, NCCS, ClCc1csc(=NC2NCCN2)[nH]1. Yields the product NCCSCc1csc(=NC2NCCN2)[nH]1. As a reaction SMILES: [Cl:20][CH2:21][C:22](=[O:23])[CH2:24][Cl:25].[ClH:1].[ClH:26].[ClH:6].[NH2:2][CH2:3][CH2:4][SH:5].[NH:7]1[CH:8]([N:12]=[c:13]2[s:14][cH:15][c:16]([CH2:18][Cl:19])[nH:17]2)[NH:9][CH2:10][CH2:11]1>>[NH2:2][CH2:3][CH2:4][S:5][CH2:18][c:16]1[cH:15][s:14][c:13](=[N:12][CH:8]2[NH:7][CH2:11][CH2:10][NH:9]2)[nH:17]1. Reactants: C1CCOC1, COc1cccc(CCl)c1, [H-], [I-], [Na+], [Na+], O=C1CCC(c2nc(-c3ccccc3)c(-c3ccccc3)o2)N1. Yields the product COc1cccc(CN2C(=O)CCC2c2nc(-c3ccccc3)c(-c3ccccc3)o2)c1. Reaction SMILES: [CH2:38]1[O:39][CH2:40][CH2:41][CH2:42]1.[CH3:28][O:29][c:30]1[cH:31][c:32]([CH2:33][Cl:34])[cH:35][cH:36][cH:37]1.[H-:2].[I-:27].[Na+:1].[Na+:26].[c:3]1(-[c:9]2[n:10][c:11]([CH:20]3[CH2:21][CH2:22][C:23](=[O:25])[NH:24]3)[o:12][c:13]2-[c:14]2[cH:15][cH:16][cH:17][cH:18][cH:19]2)[cH:4][cH:5][cH:6][cH:7][cH:8]1>>[c:3]1(-[c:9]2[n:10][c:11]([CH:20]3[CH2:21][CH2:22][C:23](=[O:25])[N:24]3[CH2:33][c:32]3[cH:31][c:30]([O:29][CH3:28])[cH:37][cH:36][cH:35]3)[o:12][c:13]2-[c:14]2[cH:15][cH:16][cH:17][cH:18][cH:19]2)[cH:4][cH:5][cH:6][cH:7][cH:8]1. Starting materials: ClCl (chlorine), O(C1=CC=CC=C1)C1=C(C=CC=C1)OC (2-phenoxyanisole), ClCCCl (1,2-dichloroethane). Yields the product ClC1=CC(=C(C=C1Cl)OC)OC1=CC=C(C=C1)Cl (4,5-dichloro-2-(4-chlorophenoxy)anisole). RXN SMILES: [Cl:1]Cl.[O:3]([C:10]1[CH:15]=CC=[CH:12][C:11]=1[O:16][CH3:17])[C:4]1[CH:9]=[CH:8][CH:7]=[CH:6][CH:5]=1.[Cl:18][CH2:19][CH2:20][Cl:21]>>[Cl:18][C:19]1[C:20]([Cl:21])=[CH:12][C:11]([O:16][CH3:17])=[C:10]([O:3][C:4]2[CH:9]=[CH:8][C:7]([Cl:1])=[CH:6][CH:5]=2)[CH:15]=1. Procedure: With stirring, 11.5 g of chlorine are introduced at room temperature into a solution of 8 g of 2-phenoxyanisole in 85 ml of 1,2-dichloroethane in the course of 20 minutes. The reaction mixture is then stirred for 30 minutes at room temperature. The solvent is removed by evaporation and the crystalline residue is recrystallised from methanol, affording 4,5-dichloro-2-(4-chlorophenoxy)anisole in the form of white crystals with a melting point of 105°-106° C. Reactants: O=C1c2ccccc2C(=O)c2c1cccc2[N+](=O)[O-], [Na+], [Na+], O, O=S([O-])[O-]. The product is O=C1c2ccccc2C(=O)c2ccccc21. Reaction SMILES: [N+:1]([O-:2])(=[O:3])[c:4]1[cH:5][cH:6][cH:7][c:8]2[c:17]1[C:16](=[O:18])[c:15]1[c:10]([cH:11][cH:12][cH:13][cH:14]1)[C:9]2=[O:19].[Na+:24].[Na+:25].[OH2:26].[S:20]([O-:21])([O-:22])=[O:23]>>[cH:4]1[cH:5][cH:6][cH:7][c:8]2[c:17]1[C:16](=[O:18])[c:15]1[c:10]([cH:11][cH:12][cH:13][cH:14]1)[C:9]2=[O:19]. The reactants are C(C)N1CCOCC1 (N-ethylmorpholine), N (ammonia), CN(C)C(=[N+](C)C)ON1C2=C(C=CC=C2)N=N1.[B-](F)(F)(F)F (TBTU), C(C)(C)(C)OC(=O)N[C@H](C(=O)O)CC1=CC=C(C=C1)S(=O)(=O)C1=CC=CC=C1 ((S)-2-(tert-Butoxycarbonylamino)-3-(4-(phenylsulfonyl)phenyl)propanoic acid), CN(C)C(=[N+](C)C)ON1C2=C(C=CC=C2)N=N1.[B-](F)(F)(F)F (TBTU), N (ammonia). The solvent is CN(C)C=O (DMF). Run at time 20 minute. The product is NC([C@H](CC1=CC=C(C=C1)S(=O)(=O)C1=CC=CC=C1)NC(OC(C)(C)C)=O)=O ((S)-tert-Butyl 1-amino-1-oxo-3-(4-(phenylsulfonyl)phenyl)propan-2-ylcarbamate). As a reaction SMILES: [C:1]([O:5][C:6]([NH:8][C@@H:9]([CH2:13][C:14]1[CH:19]=[CH:18][C:17]([S:20]([C:23]2[CH:28]=[CH:27][CH:26]=[CH:25][CH:24]=2)(=[O:22])=[O:21])=[CH:16][CH:15]=1)[C:10](O)=[O:11])=[O:7])([CH3:4])([CH3:3])[CH3:2].C([N:31]1CCOCC1)C.CN(C(ON1N=NC2C=CC=CC1=2)=[N+](C)C)C.[B-](F)(F)(F)F.N>CN(C=O)C>[NH2:31][C:10](=[O:11])[C@@H:9]([NH:8][C:6](=[O:7])[O:5][C:1]([CH3:2])([CH3:3])[CH3:4])[CH2:13][C:14]1[CH:19]=[CH:18][C:17]([S:20]([C:23]2[CH:28]=[CH:27][CH:26]=[CH:25][CH:24]=2)(=[O:21])=[O:22])=[CH:16][CH:15]=1 |f:2.3|. Procedure: (S)-2-(tert-Butoxycarbonylamino)-3-(4-(phenylsulfonyl)phenyl)propanoic acid (675 mg) was dissolved in DMF (8 mL) and to the solution was added N-ethylmorpholine (0.316 mL) followed by TBTU (802 mg). The reaction mixture was stirred at room temperature for 20 min then it was cooled to 0° C. Aqueous ammonia (0.379 mL) was added and the mixture was allowed to reach room temperature over 1 h. The reaction mixture was left to stir for a further 2 h. LCMS showed little change so further TBTU (400 mg) ... Procedure details: 32.8 g of 8-(5-formyl-2-furyl)-octanoic acid methyl ester, 15.5 g of trimethyl orthoformate, 16 ml of methanol and 0.3 g of ammonium chloride were mixed and refluxed for 4 hours. The solution was concentrated to dryness on a water bath. The residue was then absorbed in ether, washed with water, dried and distilled. Boiling point 136°-138° C at 0.2 mm Hg. Solvent: CO (methanol). As a reaction SMILES: [CH3:1][O:2][C:3](=[O:18])[CH2:4][CH2:5][CH2:6][CH2:7][CH2:8][CH2:9][CH2:10][C:11]1[O:12][C:13](C=O)=[CH:14][CH:15]=1.[CH:19]([O:24][CH3:25])([O:22][CH3:23])OC.[Cl-].[NH4+]>CO>[CH3:1][O:2][C:3](=[O:18])[CH2:4][CH2:5][CH2:6][CH2:7][CH2:8][CH2:9][CH2:10][C:11]1[O:12][C:13]([CH:19]([O:22][CH3:23])[O:24][CH3:25])=[CH:14][CH:15]=1 |f:2.3|. The reactants are COC(CCCCCCCC=1OC(=CC1)C=O)=O (8-(5-formyl-2-furyl)-octanoic acid methyl ester), C(OC)(OC)OC (trimethyl orthoformate), [Cl-].[NH4+] (ammonium chloride). The product is COC(CCCCCCCC=1OC(=CC1)C(OC)OC)=O (8-(5-dimethoxymethyl-2-furyl)-octanoic acid methyl ester).